From a dataset of the Open Reaction Database (ORD), a public repository of structured organic reaction records. describe an organic reaction: reactants, conditions, products, and yield Reactants: [BH4-], CC(=O)N1c2c(ccn3c(C)c(C)nc23)C(=O)C(O)C1c1ccccc1, CO, [Na+]. Yields the product CC(=O)N1c2c(ccn3c(C)c(C)nc23)C(O)C(O)C1c1ccccc1. RXN SMILES: [BH4-:27].[C:1]([CH3:2])(=[O:3])[N:4]1[CH:5]([c:21]2[cH:22][cH:23][cH:24][cH:25][cH:26]2)[CH:6]([OH:20])[C:7](=[O:19])[c:8]2[cH:9][cH:10][n:11]3[c:12]([c:13]21)[n:14][c:15]([CH3:18])[c:16]3[CH3:17].[CH3:29][OH:30].[Na+:28]>>[C:1]([CH3:2])(=[O:3])[N:4]1[CH:5]([c:21]2[cH:22][cH:23][cH:24][cH:25][cH:26]2)[CH:6]([OH:20])[CH:7]([OH:19])[c:8]2[cH:9][cH:10][n:11]3[c:12]([c:13]21)[n:14][c:15]([CH3:18])[c:16]3[CH3:17]. Procedure: A mixture of bromotriphenylethylene (14.143 g, 42.19 mmol), magnesium (903 mg, 37.2 mmol) and i-pentylether (100 cm3) was heated to reflux for 1.75 h. Heating was temporarily removed and 1 (14.00 g, 28.12 mmol) was added. The mixture was heated to reflux under nitrogen for 20 h and then allowed to cool. Hexane (100 cm3) was added and the mixture was allowed to stand for 30 min. The resultant precipitate was collected and washed with hexane. The solid was mixed with dichloromethane (200 cm3) and ... The reactants are BrC(=C(C1=CC=CC=C1)C1=CC=CC=C1)C1=CC=CC=C1 (bromotriphenylethylene), [Mg] (magnesium), C(CC(C)C)OCCC(C)C (i-pentylether), BrC=1C=C(C(=O)C2=CC(=CC(=C2)Br)Br)C=C(C1)Br (3,5,3′,5′-Tetrabromobenzophenone). As a reaction SMILES: Br[C:2]([C:16]1[CH:21]=[CH:20][CH:19]=[CH:18][CH:17]=1)=[C:3]([C:10]1[CH:15]=[CH:14][CH:13]=[CH:12][CH:11]=1)[C:4]1[CH:9]=[CH:8][CH:7]=[CH:6][CH:5]=1.[Mg].C(OCCC(C)C)CC(C)C.[Br:34][C:35]1[CH:36]=[C:37]([CH:48]=[C:49]([Br:51])[CH:50]=1)[C:38]([C:40]1[CH:45]=[C:44]([Br:46])[CH:43]=[C:42]([Br:47])[CH:41]=1)=O>CCCCCC>[C:16]1([C:2]2[C:38]([C:40]3[CH:45]=[C:44]([Br:46])[CH:43]=[C:42]([Br:47])[CH:41]=3)([C:37]3[CH:36]=[C:35]([Br:34])[CH:50]=[C:49]([Br:51])[CH:48]=3)[C:11]3[C:10]([C:3]=2[C:4]2[CH:9]=[CH:8][CH:7]=[CH:6][CH:5]=2)=[CH:15][CH:14]=[CH:13][CH:12]=3)[CH:17]=[CH:18][CH:19]=[CH:20][CH:21]=1. Reaction conditions: time 30 minute. Yield: 78.9%. Yields the product C1(=CC=CC=C1)C=1C(C2=CC=CC=C2C1C1=CC=CC=C1)(C1=CC(=CC(=C1)Br)Br)C1=CC(=CC(=C1)Br)Br (2,3-Diphenyl-1,1-bis(3,5-dibromophenyl)-1H-indene). Solvent: CCCCCC (Hexane).